This data is from the Open Reaction Database (ORD), a public repository of structured organic reaction records. The task is: describe an organic reaction: reactants, conditions, products, and yield Starting materials: BrC=1C=C(CNC(OC(C)(C)C)=O)C=CC1N1CCC(CC1)(C)C (tert-butyl 3-bromo-4-(4,4-dimethylpiperidin-1-yl)benzylcarbamate), C(#N)[Cu] (CuCN), FeCl3. The solvent is CN(C)C=O (DMF). Reaction conditions: temperature 140 celsius. Product: C(#N)C=1C=C(CNC(OC(C)(C)C)=O)C=CC1N1CCC(CC1)(C)C (tert-Butyl 3-cyano-4-(4,4-dimethylpiperidin-1-yl)benzylcarbamate). The yield is 44.8%. RXN SMILES: Br[C:2]1[CH:3]=[C:4]([CH:14]=[CH:15][C:16]=1[N:17]1[CH2:22][CH2:21][C:20]([CH3:24])([CH3:23])[CH2:19][CH2:18]1)[CH2:5][NH:6][C:7](=[O:13])[O:8][C:9]([CH3:12])([CH3:11])[CH3:10].[C:25]([Cu])#[N:26]>CN(C=O)C>[C:25]([C:2]1[CH:3]=[C:4]([CH:14]=[CH:15][C:16]=1[N:17]1[CH2:22][CH2:21][C:20]([CH3:24])([CH3:23])[CH2:19][CH2:18]1)[CH2:5][NH:6][C:7](=[O:13])[O:8][C:9]([CH3:12])([CH3:11])[CH3:10])#[N:26]. Procedure: In a screw cap pressure tube were tert-butyl 3-bromo-4-(4,4-dimethylpiperidin-1-yl)benzylcarbamate (105 mg, 0.26 mmol) and CuCN (47.3 mg, 0.53 mmol) suspended in DMF (1.0 ml). N2 was bubbled through the suspension for 5 min. The tube was sealed and the mixture heated to 140° C. overnight. The mixture was allowed to cool and then it was poured over ice-water. FeCl3 (94.3 mg, 0.58 mmol) was added and the product extracted with EtOAc. The combined organic extracts were dried (MgSO4), filtered and c... Starting materials: COC1=CC=C(CS[C@H]2C[C@H](N(C2)C(=O)OCC2=CC=C(C=C2)[N+](=O)[O-])C(=O)N2CCN(CC2)C(NC(=O)OCC2=CC=C(C=C2)[N+](=O)[O-])=N)C=C1 ((2S,4S)-4-(4-methoxybenzylthio)-2-[4-(4-nitrobenzyloxycarbonylamidino)piperazin-1-ylcarbonyl]-1-(4-nitrobenzyloxycarbonyl)pyrrolidine), FC(S(=O)(=O)O)(F)F (trifluoromethanesulfonic acid). Run in FC(C(=O)O)(F)F (trifluoroacetic acid), C1(=CC=CC=C1)OC (anisole). Product: FC(S(=O)(=O)O)(F)F.S[C@H]1C[C@H](N(C1)C(=O)OCC1=CC=C(C=C1)[N+](=O)[O-])C(=O)N1CCN(CC1)C(NC(=O)OCC1=CC=C(C=C1)[N+](=O)[O-])=N ((2S,4S)-4-Mercapto-2-[4-(4-nitrobenzyloxycarbonylamidino)piperazin-1-ylcarbonyl]-1-(4-nitrobenzyloxycarbonyl)pyrrolidine trifluoromethanesulfonate). As a reaction SMILES: COC1C=CC(C[S:8][C@@H:9]2[CH2:13][N:12]([C:14]([O:16][CH2:17][C:18]3[CH:23]=[CH:22][C:21]([N+:24]([O-:26])=[O:25])=[CH:20][CH:19]=3)=[O:15])[C@H:11]([C:27]([N:29]3[CH2:34][CH2:33][N:32]([C:35](=[NH:50])[NH:36][C:37]([O:39][CH2:40][C:41]4[CH:46]=[CH:45][C:44]([N+:47]([O-:49])=[O:48])=[CH:43][CH:42]=4)=[O:38])[CH2:31][CH2:30]3)=[O:28])[CH2:10]2)=CC=1.[F:53][C:54]([F:60])([F:59])[S:55]([OH:58])(=[O:57])=[O:56]>FC(F)(F)C(O)=O.C1(OC)C=CC=CC=1>[F:53][C:54]([F:60])([F:59])[S:55]([OH:58])(=[O:57])=[O:56].[SH:8][C@@H:9]1[CH2:13][N:12]([C:14]([O:16][CH2:17][C:18]2[CH:23]=[CH:22][C:21]([N+:24]([O-:26])=[O:25])=[CH:20][CH:19]=2)=[O:15])[C@H:11]([C:27]([N:29]2[CH2:34][CH2:33][N:32]([C:35](=[NH:50])[NH:36][C:37]([O:39][CH2:40][C:41]3[CH:42]=[CH:43][C:44]([N+:47]([O-:49])=[O:48])=[CH:45][CH:46]=3)=[O:38])[CH2:31][CH2:30]2)=[O:28])[CH2:10]1 |f:4.5|. Procedure details: 880 mg of (2S,4S)-4-(4-methoxybenzylthio)-2-[4-(4-nitrobenzyloxycarbonylamidino)piperazin-1-ylcarbonyl]-1-(4-nitrobenzyloxycarbonyl)pyrrolidine [prepared as described in step (d) above] were dissolved in a mixture of 4.4 ml of trifluoroacetic acid and 0.88 ml of anisole, and then 160 μl of trifluoromethanesulfonic acid were added dropwise to this solution, whilst stirring and ice-cooling. The resulting mixture was then stirred at room temperature for 3 hours, after which it was concentrated by e... The reactants are CCSC1=NC(=O)C(=Cc2ccc3c(cnn3Cc3ccc(Cl)cc3C(F)(F)F)c2)S1, O=C(O)C1CCCNC1. Yields the product O=C1N=C(N2CCCC(C(=O)O)C2)SC1=Cc1ccc2c(cnn2Cc2ccc(Cl)cc2C(F)(F)F)c1. As a reaction SMILES: [Cl:1][c:2]1[cH:3][c:4]([C:28]([F:29])([F:30])[F:31])[c:5]([CH2:6][n:7]2[n:8][cH:9][c:10]3[cH:11][c:12]([CH:16]=[C:17]4[C:18](=[O:25])[N:19]=[C:20]([S:22][CH2:23][CH3:24])[S:21]4)[cH:13][cH:14][c:15]23)[cH:26][cH:27]1.[NH:32]1[CH2:33][CH:34]([C:38](=[O:39])[OH:40])[CH2:35][CH2:36][CH2:37]1>>[Cl:1][c:2]1[cH:3][c:4]([C:28]([F:29])([F:30])[F:31])[c:5]([CH2:6][n:7]2[n:8][cH:9][c:10]3[cH:11][c:12]([CH:16]=[C:17]4[C:18](=[O:25])[N:19]=[C:20]([N:32]5[CH2:33][CH:34]([C:38](=[O:39])[OH:40])[CH2:35][CH2:36][CH2:37]5)[S:21]4)[cH:13][cH:14][c:15]23)[cH:26][cH:27]1. Starting materials: [BH4-], CO, COc1cccc2c1CCCC2=O, ClCCl, [Na+]. RXN SMILES: [BH4-:14].[CH3:16][OH:17].[CH3:1][O:2][c:3]1[c:4]2[c:9]([cH:10][cH:11][cH:12]1)[C:8](=[O:13])[CH2:7][CH2:6][CH2:5]2.[Cl:18][CH2:19][Cl:20].[Na+:15]>>[CH3:1][O:2][c:3]1[c:4]2[c:9]([cH:10][cH:11][cH:12]1)[CH:8]([OH:13])[CH2:7][CH2:6][CH2:5]2. Product: COc1cccc2c1CCCC2O. Starting materials: ClC=1N=C(C=2OCCN(C2N1)C)N1CCOCC1 (2-chloro-8-methyl-4-morpholin-4-yl-7,8-dihydro-6H-pyrimido[5,4-b][1,4]oxazine), CC1(OB(OC1(C)C)C=1C=NC(=NC1)N)C (5-(4,4,5,5-tetramethyl-[1,3,2]dioxaborolan-2-yl)-pyrimidin-2-ylamine), PdCl2dppf, C(Cl)Cl (DCM), C([O-])([O-])=O.[Cs+].[Cs+] (cesium carbonate). The solvent is O (water), O1CCOCC1 (dioxane), O (water). Run at temperature 100 celsius. The product is CN1C2=C(OCC1)C(=NC(=N2)C=2C=NC(=NC2)N)N2CCOCC2 (5-(8-methyl-4-morpholino-7,8-dihydro-6H-pyrimido[5,4-b][1,4]oxazin-2-yl)pyrimidin-2-amine). Reaction SMILES: Cl[C:2]1[N:3]=[C:4]([N:13]2[CH2:18][CH2:17][O:16][CH2:15][CH2:14]2)[C:5]2[O:6][CH2:7][CH2:8][N:9]([CH3:12])[C:10]=2[N:11]=1.CC1(C)C(C)(C)OB([C:27]2[CH:28]=[N:29][C:30]([NH2:33])=[N:31][CH:32]=2)O1.C(Cl)Cl.C(=O)([O-])[O-].[Cs+].[Cs+]>O1CCOCC1.O>[CH3:12][N:9]1[CH2:8][CH2:7][O:6][C:5]2[C:4]([N:13]3[CH2:18][CH2:17][O:16][CH2:15][CH2:14]3)=[N:3][C:2]([C:27]3[CH:28]=[N:29][C:30]([NH2:33])=[N:31][CH:32]=3)=[N:11][C:10]1=2 |f:3.4.5|. Procedure: A mixture of 2-chloro-8-methyl-4-morpholin-4-yl-7,8-dihydro-6H-pyrimido[5,4-b][1,4]oxazine (120 mg, 0.44 mmol), 5-(4,4,5,5-tetramethyl-[1,3,2]dioxaborolan-2-yl)-pyrimidin-2-ylamine (196 mg, 0.88 mmol), PdCl2dppf.DCM (36 mg, 0.04 mmol) and cesium carbonate (573 mg, 1.76 mmol) in dioxane (5 mL) and water (0.5 mL) was degassed and heated at 100° C. for 18 hours. The reaction mixture was diluted with water and extracted with ethyl acetate. The combined organic extracts were dried (Na2SO4) and concen... The reactants are CC1=CC=C(C(C(=O)O)=C1)O (5-methylsalicylic acid), CC(C)(C)C=1C=C(N)C=C(C1)C(C)(C)C (3,5-bis[(1,1-dimethyl)ethyl]aniline), raw materials. Isolated yield 16.3%. Procedure details: Using 5-methylsalicylic acid and 3,5-bis[(1,1-dimethyl)ethyl]aniline as the raw materials, the same operation as the example 16 gave the title compound. Product: CC(C)(C)C=1C=C(C=C(C1)C(C)(C)C)NC(C1=C(C=CC(=C1)C)O)=O (N-{3,5-Bis[(1,1-dimethyl)ethyl]phenyl}-2-hydroxy-5-methylbenzamide). Reaction SMILES: [CH3:1][C:2]1[CH:10]=[C:6]([C:7]([OH:9])=O)[C:5]([OH:11])=[CH:4][CH:3]=1.[CH3:12][C:13]([C:16]1[CH:17]=[C:18]([CH:20]=[C:21]([C:23]([CH3:26])([CH3:25])[CH3:24])[CH:22]=1)[NH2:19])([CH3:15])[CH3:14]>>[CH3:15][C:13]([C:16]1[CH:17]=[C:18]([NH:19][C:7](=[O:9])[C:6]2[CH:10]=[C:2]([CH3:1])[CH:3]=[CH:4][C:5]=2[OH:11])[CH:20]=[C:21]([C:23]([CH3:26])([CH3:25])[CH3:24])[CH:22]=1)([CH3:12])[CH3:14]. Starting materials: C(C)OC(=O)C=1C=NN(C1)C1=NC2=CC=C(C=C2C(N1COCC[Si](C)(C)C)=O)I (1-[6-iodo-4-oxo-3-(2-trimethylsilanyl-ethoxymethyl)-3,4-dihydro-quinazolin-2-yl]-1H-pyrazole-4-carboxylic acid ethyl ester), product, COC=1C=C(C=CC1)B(O)O (3-methoxyphenylboronic acid). Product: COC=1C=C(C=CC1)C=1C=C2C(NC(=NC2=CC1)N1N=CC(=C1)C(=O)O)=O (1-[6-(3-Methoxy-phenyl)-4-oxo-3,4-dihydro-quinazolin-2-yl]-1H-pyrazole-4-carboxylic acid). RXN SMILES: C([O:3][C:4]([C:6]1[CH:7]=[N:8][N:9]([C:11]2[N:20](COCC[Si](C)(C)C)[C:19](=[O:29])[C:18]3[C:13](=[CH:14][CH:15]=[C:16](I)[CH:17]=3)[N:12]=2)[CH:10]=1)=[O:5])C.[CH3:31][O:32][C:33]1[CH:34]=[C:35](B(O)O)[CH:36]=[CH:37][CH:38]=1>>[CH3:31][O:32][C:33]1[CH:38]=[C:37]([C:16]2[CH:17]=[C:18]3[C:13](=[CH:14][CH:15]=2)[N:12]=[C:11]([N:9]2[CH:10]=[C:6]([C:4]([OH:3])=[O:5])[CH:7]=[N:8]2)[NH:20][C:19]3=[O:29])[CH:36]=[CH:35][CH:34]=1. Reported procedure: The titled compound was prepared in a manner analogous to Example 69, steps C-E, using 1-[6-iodo-4-oxo-3-(2-trimethylsilanyl-ethoxymethyl)-3,4-dihydro-quinazolin-2-yl]-1H-pyrazole-4-carboxylic acid ethyl ester (Example 69 product from step B) and 3-methoxyphenylboronic acid in step C. MS (ESI): mass calcd. for C19H14N4O4, 362.1; m/z found, 363.1 [M+H]+. 1H NMR (600 MHz, DMSO-d6): 13.01 (br s, 1H), 12.91 (br s, 1H), 8.98 (s, 1H), 8.34 (s, 1H), 8.28 (s, 1H), 8.18 (d, J=6.7 Hz, 1H), 7.78 (s, 1H), 7... The reactants are CC(NC(=O)C1CC1)c1ccc(Br)cc1, CC(C)(C)[O-], CCOC(C)=O, Cc1ccccc1, FC(F)(F)c1cc(C(F)(F)F)cc(C2(C(F)(F)F)CCNC2)c1, [Na+], CC1(C)c2cccc(P(c3ccccc3)c3ccccc3)c2Oc2c(P(c3ccccc3)c3ccccc3)cccc21. Product: CC(NC(=O)C1CC1)c1ccc(N2CCC(c3cc(C(F)(F)F)cc(C(F)(F)F)c3)(C(F)(F)F)C2)cc1. Reaction SMILES: [Br:1][c:2]1[cH:3][cH:4][c:5]([CH:8]([CH3:9])[NH:10][C:11](=[O:12])[CH:13]2[CH2:14][CH2:15]2)[cH:6][cH:7]1.[CH3:39][C:40]([CH3:41])([O-:42])[CH3:43].[CH3:87][CH2:88][O:89][C:90](=[O:91])[CH3:92].[CH3:93][c:94]1[cH:95][cH:96][cH:97][cH:98][cH:99]1.[F:16][C:17]([c:18]1[cH:19][c:20]([C:28]2([C:33]([F:34])([F:35])[F:36])[CH2:29][NH:30][CH2:31][CH2:32]2)[cH:21][c:22]([C:24]([F:25])([F:26])[F:27])[cH:23]1)([F:37])[F:38].[Na+:44].[c:45]1([P:46]([c:47]2[cH:48][cH:49][cH:50][cH:51][cH:52]2)[c:53]2[c:54]3[c:78]([cH:79][cH:80][cH:81]2)[C:75]([CH3:76])([CH3:77])[c:57]2[c:56]([c:61]([P:62]([c:63]4[cH:64][cH:65][cH:66][cH:67][cH:68]4)[c:69]4[cH:70][cH:71][cH:72][cH:73][cH:74]4)[cH:60][cH:59][cH:58]2)[O:55]3)[cH:82][cH:83][cH:84][cH:85][cH:86]1>>[c:2]1([N:30]2[CH2:29][C:28]([c:20]3[cH:19][c:18]([C:17]([F:16])([F:37])[F:38])[cH:23][c:22]([C:24]([F:25])([F:26])[F:27])[cH:21]3)([C:33]([F:34])([F:35])[F:36])[CH2:32][CH2:31]2)[cH:3][cH:4][c:5]([CH:8]([CH3:9])[NH:10][C:11](=[O:12])[CH:13]2[CH2:14][CH2:15]2)[cH:6][cH:7]1.